Dataset: the Open Reaction Database (ORD), a public repository of structured organic reaction records. Task: describe an organic reaction: reactants, conditions, products, and yield Yield: 48.6%. Yields the product C(#N)C=1C=C(C=CC1)CCC(C(=O)N1CCC(CC1)C)NS(=O)(=O)C=1C=2C=CNC2C=CC1 (N-{3-(3-cyanophenyl)-1-[(4-methylpiperidin-1-yl)carbonyl]propyl}-1H -indole-4-sulfonamide). As a reaction SMILES: C(OC([N:8]1[C:16]2[CH:15]=[CH:14][CH:13]=[C:12]([S:17]([OH:19])=[O:18])[C:11]=2[CH:10]=[CH:9]1)=O)(C)(C)C.[Li].C1C(=O)N(Cl)C(=O)C1.[NH2:29][CH:30]([C:41]([N:43]1[CH2:48][CH2:47][CH:46]([CH3:49])[CH2:45][CH2:44]1)=[O:42])[CH2:31][CH2:32][C:33]1[CH:34]=[C:35]([CH:38]=[CH:39][CH:40]=1)[C:36]#[N:37].[O-]S([O-])=O.[Na+].[Na+]>C1COCC1.C(Cl)Cl>[C:36]([C:35]1[CH:34]=[C:33]([CH2:32][CH2:31][CH:30]([NH:29][S:17]([C:12]2[C:11]3[CH:10]=[CH:9][NH:8][C:16]=3[CH:15]=[CH:14][CH:13]=2)(=[O:18])=[O:19])[C:41]([N:43]2[CH2:44][CH2:45][CH:46]([CH3:49])[CH2:47][CH2:48]2)=[O:42])[CH:40]=[CH:39][CH:38]=1)#[N:37] |f:0.1,4.5.6,^1:19|. Procedure details: To 0.29 g (0.77 mmol) of lithum 1-(tert-butoxycarbonyl)-1H-indole-4-sulfinic acid stirring in 1 mL of THF is added 62 mg (0.47 mmol) of NCS. After stirring for 5 minutes, 0.10 g (0.31 mmol) of 3-[3-amino-4-(4-methylpiperidin-1-yl)-4-oxobutyl]benzonitrile is added and the mixture is stirred for 4 h when 10% Na2SO3 and CH2Cl2 are added. The organic phase is dried over Na2SO4, filtered, and concentrated. Preparative TLC (33% EtOAc in hexanes) provides 70 mg (40%) of the sulfonamide. This material (... Conditions: time 5 minute. Solvent: C(Cl)Cl (CH2Cl2), C1CCOC1 (THF). Reactants: [O-]S(=O)[O-].[Na+].[Na+] (Na2SO3), C(C)(C)(C)OC(=O)N1C=CC=2C(=CC=CC12)S(=O)O.[Li] (lithum 1-(tert-butoxycarbonyl)-1H-indole-4-sulfinic acid), C1CC(=O)N(C1=O)Cl (NCS), NC(CCC=1C=C(C#N)C=CC1)C(=O)N1CCC(CC1)C (3-[3-amino-4-(4-methylpiperidin-1-yl)-4-oxobutyl]benzonitrile). The reactants are C(C)OC(=O)N[C@H](C(=O)N1[C@@H](CCC1)C(=O)O)C(C)(C)SC(C)C (1-[2-(R)-ethoxycarbonylamino-3-isopropylsulfanyl-3-methyl-butyryl]-pyrrolidine-2-(S)-carboxylic acid), NCC=1C=C2C=CN=C(C2=CC1)N (6-aminomethyl-isoquinolin-1-ylamine), CN1CCOCC1 (N-methyl morpholine), F[B-](F)(F)F.N1(N=NC2=C1C=CC=C2)OC(=[N+](C)C)N(C)C (2-(1H-benzotriazole-1-yl)-1,1,3,3-tetramethyluronium tetrafluoroborate). Run in CN(C=O)C (N,N-dimethyl formamide), CC(=O)O (CH3COOH). Conditions: time 3 hour. The product is C(C)OC(N[C@@H](C(C)(C)SC(C)C)C(=O)N1[C@@H](CCC1)C(NCC=1C=C2C=CN=C(C2=CC1)N)=O)=O ((1-(R)-{2-(S)-[(1-Amino-isoquinolin-6-ylmethyl)-carbamoyl]-pyrrolidin-1-carbonyl}-2-isopropylsulfanyl-2-methyl-propyl)-carbamic acid ethyl ester). Yield: 74.3%. As a reaction SMILES: [CH2:1]([O:3][C:4]([NH:6][C@@H:7]([C:18]([S:21][CH:22]([CH3:24])[CH3:23])([CH3:20])[CH3:19])[C:8]([N:10]1[CH2:14][CH2:13][CH2:12][C@H:11]1[C:15]([OH:17])=O)=[O:9])=[O:5])[CH3:2].[NH2:25][CH2:26][C:27]1[CH:28]=[C:29]2[C:34](=[CH:35][CH:36]=1)[C:33]([NH2:37])=[N:32][CH:31]=[CH:30]2.CN1CCOCC1.F[B-](F)(F)F.N1(OC(N(C)C)=[N+](C)C)C2C=CC=CC=2N=N1>CN(C)C=O.CC(O)=O>[CH2:1]([O:3][C:4](=[O:5])[NH:6][C@H:7]([C:8]([N:10]1[CH2:14][CH2:13][CH2:12][C@H:11]1[C:15](=[O:17])[NH:25][CH2:26][C:27]1[CH:28]=[C:29]2[C:34](=[CH:35][CH:36]=1)[C:33]([NH2:37])=[N:32][CH:31]=[CH:30]2)=[O:9])[C:18]([S:21][CH:22]([CH3:23])[CH3:24])([CH3:20])[CH3:19])[CH3:2] |f:3.4|. Procedure details: A mixture of 1-[2-(R)-ethoxycarbonylamino-3-isopropylsulfanyl-3-methyl-butyryl]-pyrrolidine-2-(S)-carboxylic acid (0.160 g), 6-aminomethyl-isoquinolin-1-ylamine (0.078 g), N-methyl morpholine (0.14 mL) and 0.14 g of 2-(1H-benzotriazole-1-yl)-1,1,3,3-tetramethyluronium tetrafluoroborate (TBTU) in 3 mL of dry N,N-dimethyl formamide was stirred for 3 h at ambient temperature. 0.100 mL CH3COOH were added, the mixture was concentrated and the remaining residue was purified by HPLC (RP-18; H2O/CH3OH 9... The reactants are [N+](=O)([O-])C1=C(C(C#N)=CC=C1)C#N (3-nitrophthalonitrile), CS(=O)C (dimethyl sulfoxide), FC(C1=C(C=CC=C1)O)(F)F (2-(trifluoromethyl)phenol), C([O-])([O-])=O.[K+].[K+] (potassium carbonate). The solvent is O (water). Conditions: temperature 50 celsius. Yields the product FC(C1=C(OC2=C(C(C#N)=CC=C2)C#N)C=CC=C1)(F)F (3-[2-(trifluoromethyl)phenoxy]phthaionitrile). Yield: 93.2%. RXN SMILES: [N+]([C:4]1[CH:11]=[CH:10][CH:9]=[C:6]([C:7]#[N:8])[C:5]=1[C:12]#[N:13])([O-])=O.[F:14][C:15]([F:24])([F:23])[C:16]1[CH:21]=[CH:20][CH:19]=[CH:18][C:17]=1[OH:22].C(=O)([O-])[O-].[K+].[K+].CS(C)=O>O>[F:14][C:15]([F:23])([F:24])[C:16]1[CH:21]=[CH:20][CH:19]=[CH:18][C:17]=1[O:22][C:4]1[CH:11]=[CH:10][CH:9]=[C:6]([C:7]#[N:8])[C:5]=1[C:12]#[N:13] |f:2.3.4|. Reported procedure: A reaction flask equipped with a cooling tube was loaded with 8.7 g of 3-nitrophthalonitrile, 9.4 g of 2-(trifluoromethyl)phenol, 13.8 g of anhydrous potassium carbonate and 350 ml of dimethyl sulfoxide, and the temperature was raised to 50° C. with stirring under nitrogen flow. After stirring at 50° C. for three hours, the heating was stopped. The reaction liquid was cooled and added into 500 ml of water, and the precipitated crystal was collected and dried to yield 13.5 g of the intended compo... RXN SMILES: [F:1][C:2]([F:13])([F:12])[C:3]1[CH:8]=[CH:7][C:6](B(O)O)=[CH:5][CH:4]=1.Br[C:15]1[CH:16]=[C:17]([CH:46]=[CH:47][CH:48]=1)[CH2:18][N:19]1[C:23]2[CH:24]=[C:25]([O:28][CH2:29][C:30]3[CH:35]=[CH:34][C:33]([CH3:36])=[CH:32][N:31]=3)[CH:26]=[CH:27][C:22]=2[N:21]=[C:20]1[C@H:37]1[CH2:42][CH2:41][CH2:40][CH2:39][C@H:38]1[C:43]([OH:45])=[O:44]>>[CH3:36][C:33]1[CH:34]=[CH:35][C:30]([CH2:29][O:28][C:25]2[CH:26]=[CH:27][C:22]3[N:21]=[C:20]([C@H:37]4[CH2:42][CH2:41][CH2:40][CH2:39][C@H:38]4[C:43]([OH:45])=[O:44])[N:19]([CH2:18][C:17]4[CH:46]=[C:47]([C:6]5[CH:7]=[CH:8][C:3]([C:2]([F:13])([F:12])[F:1])=[CH:4][CH:5]=5)[CH:48]=[CH:15][CH:16]=4)[C:23]=3[CH:24]=2)=[N:31][CH:32]=1. The product is CC=1C=CC(=NC1)COC=1C=CC2=C(N(C(=N2)[C@@H]2[C@@H](CCCC2)C(=O)O)CC=2C=C(C=CC2)C2=CC=C(C=C2)C(F)(F)F)C1 (racemic cis-2-(6-[(5-Methylpyridin-2-yl)methoxy]-1-{[4′-(trifluoromethyl)biphenyl-3-yl]methyl}-1H-benzimidazol-2-yl)cyclohexanecarboxylic acid). Procedure: The title compound was prepared using similar methods to those in Example 144 using (4-(trifluoromethyl)phenyl)boronic acid and racemic cis-2-{1-(3-bromobenzyl)-6-[(5-methylpyridin-2-yl)methoxy]-1H-benzimidazol-2-yl}cyclohexanecarboxylic acid. MS (ESI): mass calcd. for C35H32F3N3O3, 599.24; m/z found, 600.2 [M+H]+. 1H NMR (500 MHz, CDCl3) δ 8.32 (d, J=2.0 Hz, 1H), 7.68 (d, J=8.1 Hz, 2H), 7.62 (d, J=8.8 Hz, 1H), 7.57 (d, J=8.1 Hz, 2H), 7.54 (d, J=7.8 Hz, 1H), 7.45 (dd, J=8.1, 2.2 Hz, 1H), 7.43-7.... Reactants: FC(C1=CC=C(C=C1)B(O)O)(F)F ((4-(trifluoromethyl)phenyl)boronic acid), BrC=1C=C(CN2C(=NC3=C2C=C(C=C3)OCC3=NC=C(C=C3)C)[C@@H]3[C@@H](CCCC3)C(=O)O)C=CC1 (racemic cis-2-{1-(3-bromobenzyl)-6-[(5-methylpyridin-2-yl)methoxy]-1H-benzimidazol-2-yl}cyclohexanecarboxylic acid).